From a dataset of the Open Reaction Database (ORD), a public repository of structured organic reaction records. describe an organic reaction: reactants, conditions, products, and yield The reactants are CC1=CC=C(C=C1)S(=O)(=O)OCC(CC=1C(=C2CCCC2=CC1Cl)OCC1=CC=CC=C1)O ((±)-3-[4-(benzyloxy)-6-chloro-2,3-dihydro-1H-inden-5-yl]-2-hydroxypropyl 4-methylbenzenesulfonate), Cl (hydrogen chloride), Intermediate 4. Reagents/catalysts: [Pd] (palladium on carbon). Product: CC1=CC=C(C=C1)S(=O)(=O)OCC(CC=1C(=C2CCCC2=CC1Cl)O)O ((±)-3-(6-chloro-4-hydroxy-2,3-dihydro-1H-inden-5-yl)-2-hydroxypropyl 4-methylbenzenesulfonate). Yield: 91.1%. Reaction SMILES: [CH3:1][C:2]1[CH:7]=[CH:6][C:5]([S:8]([O:11][CH2:12][CH:13]([OH:33])[CH2:14][C:15]2[C:16]([O:25]CC3C=CC=CC=3)=[C:17]3[C:21](=[CH:22][C:23]=2[Cl:24])[CH2:20][CH2:19][CH2:18]3)(=[O:10])=[O:9])=[CH:4][CH:3]=1.Cl>[Pd]>[CH3:1][C:2]1[CH:3]=[CH:4][C:5]([S:8]([O:11][CH2:12][CH:13]([OH:33])[CH2:14][C:15]2[C:16]([OH:25])=[C:17]3[C:21](=[CH:22][C:23]=2[Cl:24])[CH2:20][CH2:19][CH2:18]3)(=[O:9])=[O:10])=[CH:6][CH:7]=1. Reported procedure: Treatment of (±)-3-[4-(benzyloxy)-6-chloro-2,3-dihydro-1H-inden-5-yl]-2-hydroxypropyl 4-methylbenzenesulfonate (6.30 g, 0.013 mol) with palladium on carbon (5 wt. %, 0.51 g) and hydrogen chloride (3.4 mL, 4 M in isopropanol) generally according to the procedure described for Intermediate 4 afforded 4.7 g (91%) of (±)-3-(6-chloro-4-hydroxy-2,3-dihydro-1H-inden-5-yl)-2-hydroxypropyl 4-methylbenzenesulfonate as a light yellow solid. mp 125-127° C.; Anal. calcd. for C19H21ClO5S.0.1H2O: C, 57.24; H, ... Starting materials: C[Al](C)C, Cc1ccccc1, COC(=O)c1nc(C)ccc1C, C1COCCO1, Nc1ccn2cc(-c3ccccc3)nc2n1. As a reaction SMILES: [CH3:17][Al:18]([CH3:19])[CH3:20].[CH3:21][c:22]1[cH:23][cH:24][cH:25][cH:26][cH:27]1.[CH3:28][O:29][C:30](=[O:31])[c:32]1[n:33][c:34]([CH3:39])[cH:35][cH:36][c:37]1[CH3:38].[O:40]1[CH2:41][CH2:42][O:43][CH2:44][CH2:45]1.[c:1]1(-[c:7]2[n:8][c:9]3[n:10]([cH:11][cH:12][c:13]([NH2:15])[n:14]3)[cH:16]2)[cH:2][cH:3][cH:4][cH:5][cH:6]1>>[c:1]1(-[c:7]2[n:8][c:9]3[n:10]([cH:11][cH:12][c:13]([NH:15][C:30](=[O:29])[c:32]4[n:33][c:34]([CH3:39])[cH:35][cH:36][c:37]4[CH3:38])[n:14]3)[cH:16]2)[cH:2][cH:3][cH:4][cH:5][cH:6]1. Product: Cc1ccc(C)c(C(=O)Nc2ccn3cc(-c4ccccc4)nc3n2)n1.